From a dataset of the Open Reaction Database (ORD), a public repository of structured organic reaction records. describe an organic reaction: reactants, conditions, products, and yield Reactants: CCOC(=O)C1CN(Cc2ccccc2)C(=O)C1C, CCO, [Na+], [OH-], O. The product is CC1C(=O)N(Cc2ccccc2)CC1C(=O)O. As a reaction SMILES: [CH2:1]([c:2]1[cH:3][cH:4][cH:5][cH:6][cH:7]1)[N:8]1[CH2:9][CH:10]([C:15](=[O:16])[O:17][CH2:18][CH3:19])[CH:11]([CH3:14])[C:12]1=[O:13].[CH3:20][CH2:21][OH:22].[Na+:24].[OH-:23].[OH2:25]>>[CH2:1]([c:2]1[cH:3][cH:4][cH:5][cH:6][cH:7]1)[N:8]1[CH2:9][CH:10]([C:15](=[O:16])[OH:17])[CH:11]([CH3:14])[C:12]1=[O:13]. Starting materials: FC1=CC(=C(C=C1)C=1C2=C(N=C(N1)S(=O)(=O)C)N(C(C=C2)=O)C2=C(C=CC=C2)C)C (4-(4-fluoro-2-methyl-phenyl)-2-methanesulfonyl-8-ortho-tolyl-8H-pyrido[2,3-d]pyrimidin-7-one), N1CCOCC1 (morpholine), C[Al](C)C (trimethylaluminum). The product is FC1=CC(=C(C=C1)C=1C2=C(N=C(N1)N1CCOCC1)N(C(CC2)=O)C2=C(C=CC=C2)C)C (4-(4-Fluoro-2-methyl-phenyl)-2-morpholin-4-yl-8-o-tolyl-5H-pyrido[2,3-d]pyrimidin-7-one). RXN SMILES: [F:1][C:2]1[CH:7]=[CH:6][C:5]([C:8]2[C:9]3[CH:21]=[CH:20][C:19](=[O:22])[N:18]([C:23]4[CH:28]=[CH:27][CH:26]=[CH:25][C:24]=4[CH3:29])[C:10]=3[N:11]=[C:12](S(C)(=O)=O)[N:13]=2)=[C:4]([CH3:30])[CH:3]=1.[NH:31]1[CH2:36][CH2:35][O:34][CH2:33][CH2:32]1.C[Al](C)C>>[F:1][C:2]1[CH:7]=[CH:6][C:5]([C:8]2[C:9]3[CH2:21][CH2:20][C:19](=[O:22])[N:18]([C:23]4[CH:28]=[CH:27][CH:26]=[CH:25][C:24]=4[CH3:29])[C:10]=3[N:11]=[C:12]([N:31]3[CH2:36][CH2:35][O:34][CH2:33][CH2:32]3)[N:13]=2)=[C:4]([CH3:30])[CH:3]=1. Reported procedure: Following the general procedure outlined in Example 193, the product of Example 121 (100 mg, 0.22 mmol), morpholine (58 mg, 0.66 mmol) and trimethylaluminum (0.33 mL, 0.66 mmol) were reacted to give the desired product, 61 mg (64%). LC-MS: 431.2 (MH+, m/z), 2.46 (Rt, min). Starting materials: C(CCC)C=1C=C(N)C=CC1 (3-butylaniline), C(C)OC(=O)C#CC(=O)OCC (diethylacetylene dicarboxylate). Product: C(CCC)C1=C2C(C=C(NC2=CC=C1)C(=O)OCC)=O (ethyl 5-butyl-4-oxo-1,4-dihydroquinoline-2-carboxylate), C(CCC)C1=CC=C2C(C=C(NC2=C1)C(=O)OCC)=O (ethyl 7-butyl-4-oxo-1,4-dihydroquinoline-2-carboxylate). RXN SMILES: [CH2:1]([C:5]1[CH:6]=[C:7]([CH:9]=[CH:10][CH:11]=1)[NH2:8])[CH2:2][CH2:3][CH3:4].[CH2:12]([O:14][C:15]([C:17]#[C:18][C:19]([O:21][CH2:22][CH3:23])=[O:20])=[O:16])[CH3:13]>>[CH2:1]([C:5]1[CH:11]=[CH:10][CH:9]=[C:7]2[C:6]=1[C:19](=[O:20])[CH:18]=[C:17]([C:15]([O:14][CH2:12][CH3:13])=[O:16])[NH:8]2)[CH2:2][CH2:3][CH3:4].[CH2:1]([C:5]1[CH:6]=[C:7]2[C:9]([C:15](=[O:16])[CH:17]=[C:18]([C:19]([O:21][CH2:22][CH3:23])=[O:20])[NH:8]2)=[CH:10][CH:11]=1)[CH2:2][CH2:3][CH3:4]. Procedure: Treatment of 3-butylaniline (7 g) with diethylacetylene dicarboxylate (7.5 ml), as described in Example 1b, gave ethyl 5-butyl-4-oxo-1,4-dihydroquinoline-2-carboxylate (0.62 g) mp 132°-133° C., δ (360 MHz, DMSO-d6) 0.89 (3H, t, CH2CH2CH3), 1.36 (5H, m, CO2CH2CH3 and CH2CH2CH3), 1.47 (2H, m, CH2CH2CH2), 3.25 (2H, t, CH2CH2CH2CH3), 4.41 (2H, q, CO2CH2), 6.55 (1H, s, 3-H), 7.04 (1H, d, 8-H), 7.52 (1H, t, 7-H) 7.80 (1H, d, 6-H) and 11.75 (1H, bs, NH) and ethyl 7-butyl-4-oxo-1,4-dihydroquinoline-2-ca... Reactants: COc1ccc(C(=O)CBr)cc1, CCc1cc2c(=O)[nH]c(=O)n(Cc3ccc(-c4ccccc4C#N)cc3F)c2s1, CN(C)C=O, CCOC(C)=O, [H-], [Na+]. Yields the product CCc1cc2c(=O)n(CC(=O)c3ccc(OC)cc3)c(=O)n(Cc3ccc(-c4ccccc4C#N)cc3F)c2s1. As a reaction SMILES: [Br:30][CH2:31][C:32](=[O:33])[c:34]1[cH:35][cH:36][c:37]([O:40][CH3:41])[cH:38][cH:39]1.[CH2:1]([CH3:2])[c:3]1[cH:4][c:5]2[c:6]([n:7]([CH2:13][c:14]3[c:15]([F:28])[cH:16][c:17](-[c:20]4[c:21]([C:26]#[N:27])[cH:22][cH:23][cH:24][cH:25]4)[cH:18][cH:19]3)[c:8](=[O:12])[nH:9][c:10]2=[O:11])[s:29]1.[CH3:42][N:43]([CH3:44])[CH:45]=[O:46].[CH3:49][CH2:50][O:51][C:52](=[O:53])[CH3:54].[H-:47].[Na+:48]>>[CH2:1]([CH3:2])[c:3]1[cH:4][c:5]2[c:6]([n:7]([CH2:13][c:14]3[c:15]([F:28])[cH:16][c:17](-[c:20]4[c:21]([C:26]#[N:27])[cH:22][cH:23][cH:24][cH:25]4)[cH:18][cH:19]3)[c:8](=[O:12])[n:9]([CH2:31][C:32](=[O:33])[c:34]3[cH:35][cH:36][c:37]([O:40][CH3:41])[cH:38][cH:39]3)[c:10]2=[O:11])[s:29]1. Starting materials: FC1=C2N=CC(NC2=CC=C1F)=O (5,6-difluoroquinoxalin-2(1H)-one), FC1=C(C(=CC=C1F)N)N (3,4-Difluorobenzene-1,2-diamine), O=CC(=O)OCC (ethyl oxoacetate), FC=1C=C2N=CC(NC2=CC1F)=O (6,7-Difluoroquinoxalin-2(1H)-one). Yields the product FC1=CC=C2N=CC(NC2=C1F)=O (7,8-Difluoroquinoxalin-2(1H)-one). The yield is 64.3%. RXN SMILES: [F:1][C:2]1[C:7]([F:8])=[CH:6][CH:5]=[C:4]([NH2:9])[C:3]=1[NH2:10].[O:11]=[CH:12][C:13](OCC)=O.FC1C=C2C(=CC=1F)NC(=O)C=N2.FC1C(F)=CC=C2C=1N=CC(=O)N2>>[F:8][C:7]1[C:2]([F:1])=[C:3]2[C:4]([N:9]=[CH:13][C:12](=[O:11])[NH:10]2)=[CH:5][CH:6]=1. Procedure: 3,4-Difluorobenzene-1,2-diamine (4.6 g, 31.6 mmol) and ethyl oxoacetate (50 wt % in toluene, 13.0 mL, 63.2 mmol) were reacted as described for Intermediate 152 to give 3.7 g of product as an off white solid, mixture with 30% of the regioisomer 5,6-difluoroquinoxalin-2(1H)-one. The mixture was carried on to the next step. Reactants: CCOC(=O)C(C)Br, COc1ccc(C=O)cc1, [Zn], c1ccccc1. Yields the product CCOC(=O)C(C)C(O)c1ccc(OC)cc1. Reaction SMILES: [Br:11][CH:12]([C:13](=[O:14])[O:15][CH2:16][CH3:17])[CH3:18].[CH:1]([c:2]1[cH:3][cH:4][c:5]([O:8][CH3:9])[cH:6][cH:7]1)=[O:10].[Zn:25].[cH:19]1[cH:20][cH:21][cH:22][cH:23][cH:24]1>>[CH:1]([c:2]1[cH:3][cH:4][c:5]([O:8][CH3:9])[cH:6][cH:7]1)([OH:10])[CH:12]([C:13](=[O:14])[O:15][CH2:16][CH3:17])[CH3:18]. Starting materials: O=C([O-])[O-], Cc1oc(-c2ccccc2)nc1CCl, [K+], [K+], O, O=Cc1ccc(O)cc1. The product is Cc1oc(-c2ccccc2)nc1COc1ccc(C=O)cc1. RXN SMILES: [C:24](=[O:25])([O-:26])[O-:27].[Cl:1][CH2:2][c:3]1[n:4][c:5](-[c:9]2[cH:10][cH:11][cH:12][cH:13][cH:14]2)[o:6][c:7]1[CH3:8].[K+:28].[K+:29].[OH2:30].[OH:15][c:16]1[cH:17][cH:18][c:19]([CH:20]=[O:21])[cH:22][cH:23]1>>[CH2:2]([c:3]1[n:4][c:5](-[c:9]2[cH:10][cH:11][cH:12][cH:13][cH:14]2)[o:6][c:7]1[CH3:8])[O:15][c:16]1[cH:17][cH:18][c:19]([CH:20]=[O:21])[cH:22][cH:23]1.